Dataset: the Open Reaction Database (ORD), a public repository of structured organic reaction records. Task: describe an organic reaction: reactants, conditions, products, and yield Starting materials: CCC(=O)Cl, O=CC1CCCCC1, [Cl-], [Cl-], ClCCl, [Zn+2]. Yields the product CCC(=O)OC(Cl)C1CCCCC1. Reaction SMILES: [C:1]([CH2:2][CH3:3])(=[O:4])[Cl:5].[CH:6]1([CH:12]=[O:13])[CH2:7][CH2:8][CH2:9][CH2:10][CH2:11]1.[Cl-:17].[Cl-:19].[Cl:14][CH2:15][Cl:16].[Zn+2:18]>>[C:1]([CH2:2][CH3:3])(=[O:4])[O:13][CH:12]([CH:6]1[CH2:7][CH2:8][CH2:9][CH2:10][CH2:11]1)[Cl:14]. Starting materials: ClC=1SC(=C(N1)Cl)C#N (2,4-dichloro-5-cyanothiazole), C(C)(C)N(C(C)C)CC (N,N-diisopropylethylamine), N1CCOCC1 (Morpholine). The solvent is O (water), C(C)O (ethanol). Run at time 30 minute. The product is ClC=1N=C(SC1C#N)N1CCOCC1 (4-chloro-2-morpholin-4-yl-1,3-thiazole-5-carbonitrile). The yield is 95.9%. As a reaction SMILES: Cl[C:2]1[S:3][C:4]([C:8]#[N:9])=[C:5]([Cl:7])[N:6]=1.C(N(CC)C(C)C)(C)C.[NH:19]1[CH2:24][CH2:23][O:22][CH2:21][CH2:20]1>C(O)C.O>[Cl:7][C:5]1[N:6]=[C:2]([N:19]2[CH2:24][CH2:23][O:22][CH2:21][CH2:20]2)[S:3][C:4]=1[C:8]#[N:9]. Procedure: 2,4-dichloro-5-cyanothiazole (1.26 g, 0.00704 mol) and N,N-diisopropylethylamine (3.68 mL, 0.0211 mol) were dissolved in ethanol at 70° C. Morpholine (0.614 mL, 0.0704 mol) was added to the hot solution and the mixture was stirred for 30 minutes, cooled down to rt, diluted with water (50 mL) and the formed precipitate was collected to give the title compound (1.55 g, 91%). LCMS: (FA) ES+, 230. 1H NMR (300 MHz, d6-DMSO) δ: 3.71-3.67 (m, 4H), 3.52-3.48 (m, 4H). Yields the product ClC1=CC=C2C=CC(=NC2=N1)N1C(C2=CC=CC=C2C1OC(=O)OC1=CC=CC=C1)=O (2-(7-chloro-1,8-naphthyridin-2-yl)-3-phenoxycarbonyloxy-isoindolin-1-one). Procedure details: Phenyl chloroformate (126 g.) is added to a suspension of 2-(7-chloro-1,8-naphthyridin-2-yl)-3-hydroxy-isoindolin-1-one (86.5 g.) in pyridine (980 cc.), whilst keeping the temperature at about 25° C. The reaction mixture is stirred for 3 hours at a temperature of about 20° C. and then poured into ice-water (9,000 cc.). The product which crystallises is filtered off, washed with water (6×500 cc.) and then with acetonitrile (3×200 cc.). After drying, 2-(7-chloro-1,8-naphthyridin-2-yl)-3-phenoxycar... Run at temperature 20 celsius, time 3 hour. Yield: 80.7%. As a reaction SMILES: Cl[C:2]([O:4][C:5]1[CH:10]=[CH:9][CH:8]=[CH:7][CH:6]=1)=[O:3].[Cl:11][C:12]1[N:21]=[C:20]2[C:15]([CH:16]=[CH:17][C:18]([N:22]3[CH:30]([OH:31])[C:29]4[C:24](=[CH:25][CH:26]=[CH:27][CH:28]=4)[C:23]3=[O:32])=[N:19]2)=[CH:14][CH:13]=1>N1C=CC=CC=1>[Cl:11][C:12]1[N:21]=[C:20]2[C:15]([CH:16]=[CH:17][C:18]([N:22]3[CH:30]([O:31][C:2]([O:4][C:5]4[CH:10]=[CH:9][CH:8]=[CH:7][CH:6]=4)=[O:3])[C:29]4[C:24](=[CH:25][CH:26]=[CH:27][CH:28]=4)[C:23]3=[O:32])=[N:19]2)=[CH:14][CH:13]=1. Solvent: N1=CC=CC=C1 (pyridine). The reactants are ClC(=O)OC1=CC=CC=C1 (Phenyl chloroformate), ClC1=CC=C2C=CC(=NC2=N1)N1C(C2=CC=CC=C2C1O)=O (2-(7-chloro-1,8-naphthyridin-2-yl)-3-hydroxy-isoindolin-1-one), ice water. The reactants are NC(=O)C(C)(C)C1=CC=C(C=C1)C1=NC2=C(N1C)C=CC(=C2)C(=O)NCCC(=O)OC (2-[4-(2-aminocarbonyl-2-propyl)-phenyl]-5-[(2-methoxycarbonyl-ethyl)-aminocarbonyl]-1-methyl-benzimidazole), FC(C(=O)OI(OC(C(F)(F)F)=O)C1=CC=CC=C1)(F)F ([bis(trifluoroacetoxy)-iodo]benzene), C(C)#N.O (acetonitrile water). The product is NC(C)(C)C1=CC=C(C=C1)C1=NC2=C(N1C)C=CC(=C2)C(=O)NCCC(=O)OC (2-[4-(2-Amino-2-propyl)-phenyl]-5-[(2-methoxycarbonyl-ethyl)-aminocarbonyl]-1-methyl-benzimidazole). Reaction SMILES: N[C:2]([C:4]([C:7]1[CH:12]=[CH:11][C:10]([C:13]2[N:17]([CH3:18])[C:16]3[CH:19]=[CH:20][C:21]([C:23]([NH:25][CH2:26][CH2:27][C:28]([O:30][CH3:31])=[O:29])=[O:24])=[CH:22][C:15]=3[N:14]=2)=[CH:9][CH:8]=1)([CH3:6])C)=O.FC(F)(F)C(OI(C1C=CC=CC=1)OC(=O)C(F)(F)F)=O.C(#[N:55])C.O>>[NH2:55][C:4]([C:7]1[CH:12]=[CH:11][C:10]([C:13]2[N:17]([CH3:18])[C:16]3[CH:19]=[CH:20][C:21]([C:23]([NH:25][CH2:26][CH2:27][C:28]([O:30][CH3:31])=[O:29])=[O:24])=[CH:22][C:15]=3[N:14]=2)=[CH:9][CH:8]=1)([CH3:6])[CH3:2] |f:2.3|. Reported procedure: Prepared from 2-[4-(2-aminocarbonyl-2-propyl)-phenyl]-5-[(2-methoxycarbonyl-ethyl)-aminocarbonyl]-1-methyl-benzimidazole by treating with [bis(trifluoroacetoxy)-iodo]benzene in acetonitrile/water at ambient temperature. Starting materials: [BH4-], ClCCl, CO, CC12CCC3C(CCC4CC(O)C(Cl)CC43C)C1CC(N1CCCCC1)C2=O, Cl, [Na+], [Na+], [OH-]. Yields the product CC12CC(Cl)C(O)CC1CCC1C2CCC2(C)C(O)C(N3CCCCC3)CC12. RXN SMILES: [BH4-:32].[CH2:34]([Cl:35])[Cl:36].[CH3:37][OH:38].[Cl:2][CH:3]1[CH:4]([OH:29])[CH2:5][CH:6]2[CH2:7][CH2:8][CH:9]3[CH:10]4[CH2:11][CH:12]([N:23]5[CH2:24][CH2:25][CH2:26][CH2:27][CH2:28]5)[C:13](=[O:22])[C:14]4([CH3:15])[CH2:16][CH2:17][CH:18]3[C:19]2([CH3:21])[CH2:20]1.[ClH:1].[Na+:31].[Na+:33].[OH-:30]>>[Cl:2][CH:3]1[CH:4]([OH:29])[CH2:5][CH:6]2[CH2:7][CH2:8][CH:9]3[CH:10]4[CH2:11][CH:12]([N:23]5[CH2:24][CH2:25][CH2:26][CH2:27][CH2:28]5)[CH:13]([OH:22])[C:14]4([CH3:15])[CH2:16][CH2:17][CH:18]3[C:19]2([CH3:21])[CH2:20]1. The reactants are [H-].[Na+] (sodium hydride), O[C@@H]1CN(CC[C@H]1C(C)C)C(=O)OC(C)(C)C (trans-tert-butyl 3-hydroxy-4-isopropyl-piperidine-1-carboxylate), ICC (iodoethane), ICC (iodoethane), O (water). The solvent is CN(C)C=O (DMF). Run at time 25 minute. The product is C(C)O[C@@H]1CN(CC[C@H]1C(C)C)C(=O)OC(C)(C)C (Trans-tert-butyl 3-ethoxy-4-isopropyl-piperidine-1-carboxylate), solid. Yield: 78.0%. As a reaction SMILES: [H-].[Na+].[OH:3][C@H:4]1[C@H:9]([CH:10]([CH3:12])[CH3:11])[CH2:8][CH2:7][N:6]([C:13]([O:15][C:16]([CH3:19])([CH3:18])[CH3:17])=[O:14])[CH2:5]1.I[CH2:21][CH3:22].O>CN(C=O)C>[CH2:21]([O:3][C@H:4]1[C@H:9]([CH:10]([CH3:11])[CH3:12])[CH2:8][CH2:7][N:6]([C:13]([O:15][C:16]([CH3:17])([CH3:19])[CH3:18])=[O:14])[CH2:5]1)[CH3:22] |f:0.1|. Reported procedure: Add sodium hydride (69 mg, 1.73 mmol) to a solution of trans-tert-butyl 3-hydroxy-4-isopropyl-piperidine-1-carboxylate (300 mg, 1.23 mmol) in anhydrous DMF (2.5 mL) at ambient temperature. Stir the mixture for 25 minutes and then add iodoethane (112 μL, 1.48 mmol). Stir the mixture overnight. Add additional iodoethane (59.3 μL, 0.74 μmol) and stir the mixture for 3 h, then add water. Extract the aqueous layer with EtOAc, combine the organic layers. Sequentially wash the combined organic layers w... Reactants: NC(C(F)(F)F)C=1C=C(C(=O)OC(C)(C)C)C=C(C1)Br (tert-butyl 3-(1-amino-2,2,2-trifluoroethyl)-5-bromobenzoate), Br[Zn]C1=NC=C(C=C1)C (bromo(5-methylpyridin-2-yl)zinc). The reagents and catalysts are CC(C)([P](C(C)(C)C)([Pd][P](C(C)(C)C)(C(C)(C)C)C(C)(C)C)C(C)(C)C)C (bis(tri-t-butylphosphine)palladium(0)). The solvent is O1CCOCC1 (dioxane). Run at temperature 70 celsius, time 1 hour. The product is NC(C(F)(F)F)C=1C=C(C(=O)OC(C)(C)C)C=C(C1)C1=NC=C(C=C1)C (tert-butyl 3-(1-amino-2,2,2-trifluoroethyl)-5-(5-methylpyridin-2-yl)benzoate). The yield is 96.0%. As a reaction SMILES: [NH2:1][CH:2]([C:7]1[CH:8]=[C:9]([CH:17]=[C:18](Br)[CH:19]=1)[C:10]([O:12][C:13]([CH3:16])([CH3:15])[CH3:14])=[O:11])[C:3]([F:6])([F:5])[F:4].Br[Zn][C:23]1[CH:28]=[CH:27][C:26]([CH3:29])=[CH:25][N:24]=1>O1CCOCC1.CC(C)([P](C(C)(C)C)([Pd][P](C(C)(C)C)(C(C)(C)C)C(C)(C)C)C(C)(C)C)C>[NH2:1][CH:2]([C:7]1[CH:8]=[C:9]([CH:17]=[C:18]([C:23]2[CH:28]=[CH:27][C:26]([CH3:29])=[CH:25][N:24]=2)[CH:19]=1)[C:10]([O:12][C:13]([CH3:16])([CH3:15])[CH3:14])=[O:11])[C:3]([F:6])([F:5])[F:4] |^1:38,44|. Procedure details: To a solution of tert-butyl 3-(1-amino-2,2,2-trifluoroethyl)-5-bromobenzoate (1.4 g, 3.95 mmol) in dioxane (20 mL) was added bis(tri-t-butylphosphine)palladium(0) (0.06 g, 0.12 mmol). The mixture was degassed with nitrogen and bromo(5-methylpyridin-2-yl)zinc (0.5 M in THF; 23.7 mL, 11.9 mmol) was added. The mixture was heated to 70° C. After 1 h, the mixture was cooled to ambient temperature and filtered with Celite. The filtrate was concentrated to remove dioxane and saturated NaHCO3 was added....